This data is from the Open Reaction Database (ORD), a public repository of structured organic reaction records. The task is: describe an organic reaction: reactants, conditions, products, and yield Starting materials: BrC1=CC=C2C=3C=CC(=CC3CC2=C1)S(=O)(=O)Cl (7-Bromo-9H-fluorene-2-sulfonyl chloride), N1CCNCCC1 (hexahydro-2H-1,4-diazepine). The solvent is C(Cl)Cl (methylene chloride), C(Cl)Cl (methylene chloride). Run at time 18 hour. The product is Cl.BrC1=CC=C2C=3C=CC(=CC3CC2=C1)S(=O)(=O)N1CCNCCC1 (1-((7-bromo-9H-fluoren-2-yl)sulfonyl)hexahydro-1H-1,4-diazepine, hydrochloride), free base. As a reaction SMILES: [Br:1][C:2]1[CH:14]=[C:13]2[C:5]([C:6]3[CH:7]=[CH:8][C:9]([S:15]([Cl:18])(=[O:17])=[O:16])=[CH:10][C:11]=3[CH2:12]2)=[CH:4][CH:3]=1.[NH:19]1[CH2:25][CH2:24][CH2:23][NH:22][CH2:21][CH2:20]1>C(Cl)Cl>[ClH:18].[Br:1][C:2]1[CH:14]=[C:13]2[C:5]([C:6]3[CH:7]=[CH:8][C:9]([S:15]([N:19]4[CH2:25][CH2:24][CH2:23][NH:22][CH2:21][CH2:20]4)(=[O:17])=[O:16])=[CH:10][C:11]=3[CH2:12]2)=[CH:4][CH:3]=1 |f:3.4|. Procedure: Add the product of step 1 (1.0 g, 2.9 mmol) in methylene chloride (10 mL) dropwise over 10 minutes to hexahydro-2H-1,4-diazepine (0.35 g) in methylene chloride (20 mL). Stir for 18 hours. Partition the reaction mixture between ethyl acetate (75 mL) and hydrochloric acid (75 mL, 1N). Separate, and adjust the pH of the aqueous layer to alkaline pH (phenolphthalein indicator) with aqueous sodium hydroxide (1N) forming a heavy precipitate. Extract the reaction mixture with methylene chloride (100 mL...